From a dataset of the Open Reaction Database (ORD), a public repository of structured organic reaction records. describe an organic reaction: reactants, conditions, products, and yield The reactants are O (water), [H-].[Al+3].[Li+].[H-].[H-].[H-] (Lithium aluminum hydride), C(C1=CC=CC=C1)N(CCC(=O)NC=1C=C2C=NNC2=CC1)C (N3-benzyl-N1-(1H-indazol-5-yl)-N3-methyl-β-alaninamide). Solvent: O1CCCC1 (tetrahydrofuran), O1CCCC1 (tetrahydrofuran). Run at temperature 0 celsius. Yields the product C(C1=CC=CC=C1)N(CCCNC=1C=C2C=NNC2=CC1)C (N1-benzyl-N3-(1H-indazol-5-yl)-N1-methyl-1,3-propanediamine). The yield is 48.2%. As a reaction SMILES: [H-].[Al+3].[Li+].[H-].[H-].[H-].[CH2:7]([N:14]([CH3:29])[CH2:15][CH2:16][C:17]([NH:19][C:20]1[CH:21]=[C:22]2[C:26](=[CH:27][CH:28]=1)[NH:25][N:24]=[CH:23]2)=O)[C:8]1[CH:13]=[CH:12][CH:11]=[CH:10][CH:9]=1.O>O1CCCC1>[CH2:7]([N:14]([CH3:29])[CH2:15][CH2:16][CH2:17][NH:19][C:20]1[CH:21]=[C:22]2[C:26](=[CH:27][CH:28]=1)[NH:25][N:24]=[CH:23]2)[C:8]1[CH:9]=[CH:10][CH:11]=[CH:12][CH:13]=1 |f:0.1.2.3.4.5|. Procedure details: Lithium aluminum hydride (107 mg, 2.60 mmol) was added to a solution of N3-benzyl-N1-(1H-indazol-5-yl)-N3-methyl-β-alaninamide (200 mg, 0.973 mmol) in tetrahydrofuran (30 ml) at 0° C., and the resulting mixture was refluxed for one and a half hours. Then, the reaction solution was cooled to 0° C. and a mixture of tetrahydrofuran (10 ml) and water (10 ml) was added thereto, followed by filtration. The filtrate was concentrated and the resulting residue was diluted with chloroform and washed with ... Reactants: CSc1ncc2ccc(Br)n2n1, ClCCl, O=C(OO)c1cccc(Cl)c1. Product: CS(=O)c1ncc2ccc(Br)n2n1. As a reaction SMILES: [Br:1][c:2]1[cH:3][cH:4][c:5]2[cH:6][n:7][c:8]([S:11][CH3:12])[n:9][n:10]12.[CH2:24]([Cl:25])[Cl:26].[Cl:13][c:14]1[cH:15][cH:16][cH:17][c:18]([C:19]([O:20][OH:22])=[O:21])[cH:23]1>>[Br:1][c:2]1[cH:3][cH:4][c:5]2[cH:6][n:7][c:8]([S:11]([CH3:12])=[O:21])[n:9][n:10]12. The reactants are [H][H] (hydrogen), CC(=O)C (acetone), C(C1=CC=CC=C1)N1CC2=CC=C(C=C2C1)F (N-Benzyl-5-fluoroisoindoline), Cl (hydrochloric acid). Reagents/catalysts: [OH-].[OH-].[Pd+2] (palladium hydroxide on carbon). Run in C(C)O (ethanol). The product is Cl.FC=1C=C2CNCC2=CC1 (5-Fluoroisoindoline hydrochloride). As a reaction SMILES: C([N:8]1[CH2:16][C:15]2[C:10](=[CH:11][CH:12]=[C:13]([F:17])[CH:14]=2)[CH2:9]1)C1C=CC=CC=1.[H][H].CC(C)=O.[ClH:24]>C(O)C.[OH-].[OH-].[Pd+2]>[ClH:24].[F:17][C:13]1[CH:14]=[C:15]2[C:10](=[CH:11][CH:12]=1)[CH2:9][NH:8][CH2:16]2 |f:5.6.7,8.9|. Procedure: A suspension of 20% palladium hydroxide on carbon (4.0 g) and N-benzyl-5-fluoroisoindoline (D7) (44.6 g) in ethanol (475 ml) and conc. hydrochloric acid (d=1.18, 25 ml) was stirred with hydrogen at 50 psi for 18 h at 45° C. The mixture was cooled to ambient temperature and filtered to remove the catalyst. The filtrate was evaporated in vacuo to give a solid which was stirred with acetone (300 ml) for 0.5 h and filtered to give the title compound (D8) as a solid (29.3 g). 1H NMR δ (D6-DMSO): 10.0...